From a dataset of the Open Reaction Database (ORD), a public repository of structured organic reaction records. describe an organic reaction: reactants, conditions, products, and yield Starting materials: C[N+](C)(C)C, CCCCCCC, COc1ccc(C(C)C(=O)c2ccnc(Cl)c2)c(Cl)c1, [F-], C[Si](C)(C)C(F)(F)F, C1CCOC1, O, O, O, O. The product is COc1ccc(C(C)C(O)(c2ccnc(Cl)c2)C(F)(F)F)c(Cl)c1. RXN SMILES: [CH3:33][N+:34]([CH3:35])([CH3:36])[CH3:37].[CH3:44][CH2:45][CH2:46][CH2:47][CH2:48][CH2:49][CH3:50].[Cl:1][c:2]1[c:3]([CH:10]([C:11](=[O:12])[c:13]2[cH:14][c:15]([Cl:19])[n:16][cH:17][cH:18]2)[CH3:20])[cH:4][cH:5][c:6]([O:8][CH3:9])[cH:7]1.[F-:32].[F:21][C:22]([F:23])([F:24])[Si:25]([CH3:26])([CH3:27])[CH3:28].[O:39]1[CH2:40][CH2:41][CH2:42][CH2:43]1.[OH2:29].[OH2:30].[OH2:31].[OH2:38]>>[Cl:1][c:2]1[c:3]([CH:10]([C:11]([OH:12])([c:13]2[cH:14][c:15]([Cl:19])[n:16][cH:17][cH:18]2)[C:22]([F:21])([F:23])[F:24])[CH3:20])[cH:4][cH:5][c:6]([O:8][CH3:9])[cH:7]1.